The task is: describe an organic reaction: reactants, conditions, products, and yield. This data is from the Open Reaction Database (ORD), a public repository of structured organic reaction records. Reactants: ClC=1C=C(C=CC1COC1=CC(=NC=2CCCCC12)CC)C1=C(C=CC=C1)C=1N=NN(N1)[Sn](CCCC)(CCCC)CCCC (4-[(3-chloro-2'-(2-tributylstannyl-2H-tetrazol-5-yl)biphenyl-4-yl)methoxy]-2-ethyl-5,6,7,8-tetrahydroquinoline), FC(C1=NC=2CCCCC2C(=C1)OCC1=CC=C(C=C1)C1=C(C=CC=C1)C=1N=NN(N1)C(C1=CC=CC=C1)(C1=CC=CC=C1)C1=CC=CC=C1)(F)F (5,6,7,8-tetrahydro-2-trifluoromethyl-4-[(2'-(2-triphenylmethyl-2H-tetrazol-5-yl)biphenyl-4-yl)methoxy]quinoline). Solvent: C=1(C(=CC=CC1)C)C (xylene). The product is Cl.N1=CC=CC=2CCCCC12 (5,6,7,8-tetrahydroquinoline hydrochloride), 2-ethyl-4-(3-chloro-2'-(1H-tetrazol-5-yl)biphenyl-4-yl)methoxy. Isolated yield 60.0%. RXN SMILES: [Cl:1]C1C=C(C2C=CC=CC=2C2N=NN([Sn](CCCC)(CCCC)CCCC)N=2)C=CC=1CO[C:10]1[C:19]2[CH2:18][CH2:17][CH2:16][CH2:15][C:14]=2[N:13]=[C:12](CC)[CH:11]=1.FC(F)(F)C1C=C(OCC2C=CC(C3C=CC=CC=3C3N=NN(C(C4C=CC=CC=4)(C4C=CC=CC=4)C4C=CC=CC=4)N=3)=CC=2)C2CCCCC=2N=1>C1(C)C(C)=CC=CC=1>[ClH:1].[N:13]1[C:14]2[CH2:15][CH2:16][CH2:17][CH2:18][C:19]=2[CH:10]=[CH:11][CH:12]=1 |f:3.4|. Procedure details: Using an analogous procedure to that described in Example 36, but starting from 4-[(3-chloro-2'-(2-tributylstannyl-2H-tetrazol-5-yl)biphenyl-4-yl)methoxy]-2-ethyl-5,6,7,8-tetrahydroquinoline [prepared as a solution in xylene using a similar procedure to that described in Example 36 but starting from 4-[(3-chloro-2'-cyanobiphenyl-4-yl)methoxy]-2-ethyl-5,6,7,8-tetrahydroquinoline (A)], there was obtained in 60% yield 2-ethyl-4-(3-chloro-2'-(1H-tetrazol-5-yl)biphenyl-4-yl)methoxy]-5,6,7,8-tetrahydr... The reactants are [N+](=O)([O-])C1=C(N)C=C(C(=C1)F)N1CCNCC1 (2-Nitro-4-fluoro-5-(piperazin-1-yl)aniline). Reagents/catalysts: [Pd] (Pd-C). The solvent is C(C)O (ethanol). Yields the product FC1=CC(=C(C=C1N1CCNCC1)N)N (4-fluoro-5-(piperazin-1-yl)-1,2-phenylenediamine). The yield is 97.2%. Reaction SMILES: [N+:1]([C:4]1[CH:10]=[C:9]([F:11])[C:8]([N:12]2[CH2:17][CH2:16][NH:15][CH2:14][CH2:13]2)=[CH:7][C:5]=1[NH2:6])([O-])=O>C(O)C.[Pd]>[F:11][C:9]1[C:8]([N:12]2[CH2:13][CH2:14][NH:15][CH2:16][CH2:17]2)=[CH:7][C:5]([NH2:6])=[C:4]([NH2:1])[CH:10]=1. Procedure: The nitroaniline derivative (5.6 g, 0.023 mol) (obtained in step 1 above) was hydrogenated using 10% Pd-C (1.0 g) in ethanol (25 mL), using a procedure analogous to that described in preparation 1 (step 4) to yield 4-fluoro-5-(piperazin-1-yl)-1,2-phenylenediamine (4.7 g, 98%) as a brown viscous oil. IR (Neat) 3283 cm-1 ; 1H NMR (CDCl3) δ 2.80 (brs, 5H, NH), 2.94 (m, 4H, N(CH2)2), 3.06 (m, 4H, N(CH2)2), 6.42 (d, J=7.8 Hz, 1H), 6.47 (d, J=12.4 Hz, 1H); Mass (m/z) 210 (M+.). Starting materials: COC1=C2C(=C3C=CN(C3=C1)S(=O)(=O)C1=CC=CC=C1)C(=NCCO2)C (6-methoxy-1-methyl-8-(phenylsulfonyl)-3,8-dihydro-4H-[1,4]oxazepino[6,7-e]indole), COC1=C2C(=C3C=CN(C3=C1)S(=O)(=O)C1=CC=CC=C1)C(=NCCO2)C (6-methoxy-1-methyl-8-(phenylsulfonyl)-3,8-dihydro-4H-[1,4]oxazepino[6,7-e]indole), [BH3-]C#N.[Na+] (NaCNBH3). The solvent is CCO (EtOH). Run at temperature 65 celsius. The product is COC1=C2C(=C3C=CN(C3=C1)S(=O)(=O)C1=CC=CC=C1)C(NCCO2)C (6-Methoxy-1-methyl-8-(phenylsulfonyl)-1,3,4,8-tetrahydro-2H-[1,4]oxazepino[6,7-e]indole). Isolated yield 36.8%. As a reaction SMILES: [CH3:1][O:2][C:3]1[CH:11]=[C:10]2[C:6]([CH:7]=[CH:8][N:9]2[S:12]([C:15]2[CH:20]=[CH:19][CH:18]=[CH:17][CH:16]=2)(=[O:14])=[O:13])=[C:5]2[C:21]([CH3:26])=[N:22][CH2:23][CH2:24][O:25][C:4]=12.[BH3-]C#N.[Na+]>CCO>[CH3:1][O:2][C:3]1[CH:11]=[C:10]2[C:6]([CH:7]=[CH:8][N:9]2[S:12]([C:15]2[CH:16]=[CH:17][CH:18]=[CH:19][CH:20]=2)(=[O:14])=[O:13])=[C:5]2[CH:21]([CH3:26])[NH:22][CH2:23][CH2:24][O:25][C:4]=12 |f:1.2|. Reported procedure: To 6-methoxy-1-methyl-8-(phenylsulfonyl)-3,8-dihydro-4H-[1,4]oxazepino[6,7-e]indole (Intermediate 34, 0.010 g, 0.027 mmol) dissolved in EtOH (2 mL), NaCNBH3 (3.5 mg, 0.054 mmol) was added and the reaction mixture was heated at 65° C. for 2 hours. The reaction mixture was quenched by addition of water and the solvent was removed under reduced pressure. The crude product was purified by preparative HPLC (XTerra C18, 50 mM NH4HCO3 pH 10-CH3CN) to give the title compound (3.7 mg). MS m/z 373 [M+H]+. Reactants: Cc1nsc(N2CCC(N)CC2)n1, CCN(C(C)C)C(C)C, CC(C)(O)c1cc(-c2ccc(C(F)(F)F)cc2)nc(Cl)n1, Cl, Cl, C1COCCO1. Product: Cc1nsc(N2CCC(Nc3nc(-c4ccc(C(F)(F)F)cc4)cc(C(C)(C)O)n3)CC2)n1. As a reaction SMILES: [CH3:3][c:4]1[n:5][s:6][c:7]([N:9]2[CH2:10][CH2:11][CH:12]([NH2:15])[CH2:13][CH2:14]2)[n:8]1.[CH:37]([N:38]([CH2:39][CH3:40])[CH:41]([CH3:42])[CH3:43])([CH3:44])[CH3:45].[Cl:16][c:17]1[n:18][c:19](-[c:27]2[cH:28][cH:29][c:30]([C:33]([F:34])([F:35])[F:36])[cH:31][cH:32]2)[cH:20][c:21]([C:23]([CH3:24])([CH3:25])[OH:26])[n:22]1.[ClH:1].[ClH:2].[O:46]1[CH2:47][CH2:48][O:49][CH2:50][CH2:51]1>>[CH3:3][c:4]1[n:5][s:6][c:7]([N:9]2[CH2:10][CH2:11][CH:12]([NH:15][c:17]3[n:18][c:19](-[c:27]4[cH:28][cH:29][c:30]([C:33]([F:34])([F:35])[F:36])[cH:31][cH:32]4)[cH:20][c:21]([C:23]([CH3:24])([CH3:25])[OH:26])[n:22]3)[CH2:13][CH2:14]2)[n:8]1. Reactants: COC=1C=C(C(C(=O)O)=CC1OC)N (4,5-dimethoxyanthranilic acid), Cl.C(=N)N (formamidine hydrochloride). The solvent is [OH-].[Na+] (sodium hydroxide). Run at temperature 210 celsius, time 30 minute. The product is COC=1C=C2C(NC=NC2=CC1OC)=O (6,7-dimethoxyquinazolin-4(3H)-one). The yield is 63.8%. Reaction SMILES: [CH3:1][O:2][C:3]1[CH:4]=[C:5]([NH2:14])[C:6](=[CH:10][C:11]=1[O:12][CH3:13])[C:7](O)=[O:8].Cl.[CH:16](N)=[NH:17]>[OH-].[Na+]>[CH3:13][O:12][C:11]1[CH:10]=[C:6]2[C:5](=[CH:4][C:3]=1[O:2][CH3:1])[N:14]=[CH:16][NH:17][C:7]2=[O:8] |f:1.2,3.4|. Procedure: 36.9 g of 4,5-dimethoxyanthranilic acid was mixed with 25.0 g of formamidine hydrochloride, and the mixture was stirred at 210° C. for 30 minutes. After completion of the reaction, the solid thus obtained was cooled to room temperature, stirred with 200 ml (0.33 M) of aqueous sodium hydroxide and filtered under a reduced pressure. The solid thus obtained was washed with water and air-dried to obtain the title compound (24.6 g, 64%). Reactants: COC=1C=C(C=CC1)C1=C(CCC2=NC3=CC=CC=C3C=C12)CN(C)C ([1-(3-methoxy-phenyl)-3,4-dihydro-acridin-2-yl-methyl]-dimethylamine), N[C@@H](CCSC)C(=O)O (methionine). The solvent is CS(=O)(=O)O (methanesulfonic acid). Run at temperature 20 celsius. Yields the product CN(C)CC1=C(C2=CC3=CC=CC=C3N=C2CC1)C=1C=C(C=CC1)O ([3-(2-dimethylaminomethyl-3,4-dihydro-acridin-1-yl)]-phenol). The yield is 46.3%. Reaction SMILES: C[O:2][C:3]1[CH:4]=[C:5]([C:9]2[C:22]3[C:13](=[N:14][C:15]4[C:20]([CH:21]=3)=[CH:19][CH:18]=[CH:17][CH:16]=4)[CH2:12][CH2:11][C:10]=2[CH2:23][N:24]([CH3:26])[CH3:25])[CH:6]=[CH:7][CH:8]=1.N[C@H](C(O)=O)CCSC>CS(O)(=O)=O>[CH3:26][N:24]([CH2:23][C:10]1[CH2:11][CH2:12][C:13]2[C:22](=[CH:21][C:20]3[C:15]([N:14]=2)=[CH:16][CH:17]=[CH:18][CH:19]=3)[C:9]=1[C:5]1[CH:4]=[C:3]([OH:2])[CH:8]=[CH:7][CH:6]=1)[CH3:25]. Procedure details: 5.4 g [1-(3-methoxy-phenyl)-3,4-dihydro-acridin-2-yl-methyl]-dimethylamine base were treated at room temperature with 40 ml methanesulfonic acid and 5.4 g methionine. The reaction mixture was stirred for ten days at 20° C. and was evaporated to dryness under vacuum. The solid was dissolved in water, the solution was covered with ethyl acetate, and the mixture was made alkaline with saturated sodium carbonate solution. The aqueous phase was extracted three times with 200 ml portions of ethyl acet... Reactants: [OH-].[K+] (Potassium hydroxide), N(=O)OCCCC (butyl nitrite), CC1=C(OCC2=C(CC#N)C=CC=C2)C=C(C=C1)C (2-(2,5-dimethylphenoxymethyl)benzyl cyanide), Cl (hydrochloric acid). Solvent: C1(=CC=CC=C1)C (toluene), O (water). Reaction conditions: time 8 hour. Yields the product CC1=C(OCC2=C(C(=NO)C#N)C=CC=C2)C=C(C=C1)C (2-(2,5-dimethylphenoxymethyl)-α-hydroxyiminobenzyl cyanide). Isolated yield 92.8%. As a reaction SMILES: [OH-].[K+].[N:3](OCCCC)=[O:4].[CH3:10][C:11]1[CH:27]=[CH:26][C:25]([CH3:28])=[CH:24][C:12]=1[O:13][CH2:14][C:15]1[CH:23]=[CH:22][CH:21]=[CH:20][C:16]=1[CH2:17][C:18]#[N:19].Cl>O.C1(C)C=CC=CC=1>[CH3:10][C:11]1[CH:27]=[CH:26][C:25]([CH3:28])=[CH:24][C:12]=1[O:13][CH2:14][C:15]1[CH:23]=[CH:22][CH:21]=[CH:20][C:16]=1[C:17]([C:18]#[N:19])=[N:3][OH:4] |f:0.1|. Procedure: 85% Potassium hydroxide (0.40 g, 6 mmol), toluene (5 ml) and butyl nitrite (0.62 g, 6 mmol) were added to 2-(2,5-dimethylphenoxymethyl)benzyl cyanide (1.26 g, 5 mmol). The mixture was stirred at room temperature for 8 hours. After completion of the reaction, water (100 ml) was added. The mixture was neutralized with hydrochloric acid, extracted with ether (100 ml), dried over anhydrous magnesium sulfate and concentrated under reduced pressure. The resulting residue was purified by silica gel chr... Reactants: NC1=C(C(=NN1C1=C(C=C(C=C1Cl)C(F)(F)F)Cl)C#N)C(C(F)(F)F)=O (5-amino-3-cyano-1-(2,6-dichloro-4-trifluoromethylphenyl)-4-trifluoroacetylpyrazole), C([O-])([O-])=O.[K+].[K+] (potassium carbonate), O (Water), IC (iodomethane). Solvent: CN(C=O)C (N,N-dimethylformamide). Reaction conditions: time 1 hour. Yields the product C(#N)C1=NN(C(=C1C(C(F)(F)F)=O)NC)C1=C(C=C(C=C1Cl)C(F)(F)F)Cl (3-Cyano-1-(2,6-dichloro-4-trifluoromethylphenyl)-5-methylamino-4-trifluoroacetylpyrazole). As a reaction SMILES: [NH2:1][C:2]1[N:6]([C:7]2[C:12]([Cl:13])=[CH:11][C:10]([C:14]([F:17])([F:16])[F:15])=[CH:9][C:8]=2[Cl:18])[N:5]=[C:4]([C:19]#[N:20])[C:3]=1[C:21](=[O:26])[C:22]([F:25])([F:24])[F:23].[C:27](=O)([O-])[O-].[K+].[K+].IC.O>CN(C)C=O>[C:19]([C:4]1[C:3]([C:21](=[O:26])[C:22]([F:25])([F:24])[F:23])=[C:2]([NH:1][CH3:27])[N:6]([C:7]2[C:12]([Cl:13])=[CH:11][C:10]([C:14]([F:15])([F:16])[F:17])=[CH:9][C:8]=2[Cl:18])[N:5]=1)#[N:20] |f:1.2.3|. Procedure: To a stirred solution of 5-amino-3-cyano-1-(2,6-dichloro-4-trifluoromethylphenyl)-4-trifluoroacetylpyrazole (1 g) in anhydrous N,N-dimethylformamide (5 ml) at room temperature was added potassium carbonate (0.69 g), then iodomethane (97 μl). The mixture was stirred at room temperature for one hour. Water (30 ml) was then added, and the mixture was extracted with ether (50 ml, ×2). The combined organic layers were washed with water (30 ml, ×2), and evaporated. The residue was purified by column c... Starting materials: Cc1cnc(Oc2ccccc2)c(Br)c1, Cc1ccccc1, OB(O)c1ccc(Cl)cc1, [Na+], [Na+], O=C([O-])[O-]. Yields the product Cc1cnc(Oc2ccccc2)c(-c2ccc(Cl)cc2)c1. Reaction SMILES: [Br:1][c:2]1[c:3]([O:9][c:10]2[cH:11][cH:12][cH:13][cH:14][cH:15]2)[n:4][cH:5][c:6]([CH3:8])[cH:7]1.[CH3:32][c:33]1[cH:34][cH:35][cH:36][cH:37][cH:38]1.[Cl:16][c:17]1[cH:18][cH:19][c:20]([B:23]([OH:24])[OH:25])[cH:21][cH:22]1.[Na+:26].[Na+:27].[O-:28][C:29](=[O:30])[O-:31]>>[c:2]1(-[c:20]2[cH:19][cH:18][c:17]([Cl:16])[cH:22][cH:21]2)[c:3]([O:9][c:10]2[cH:11][cH:12][cH:13][cH:14][cH:15]2)[n:4][cH:5][c:6]([CH3:8])[cH:7]1. Starting materials: N1(CCCC1)C(=O)N=C=S (1-Pyrrolidinecarbonyl isothiocyanate), N1(CCCC1)C(=O)Cl (1-pyrrolidinecarbonyl chloride), COC=1C=C2C(=CC=NC2=CC1OC)OC1=CC=C(N)C=C1 (4-[(6,7-Dimethoxy-4-quinolyl)oxy]aniline), C1(=CC=CC=C1)C (toluene). Solvent: C(C)O (ethanol), C(C)O (ethanol). Reaction conditions: time 2 hour. The product is N1(CCCC1)C(=O)N=C=S (1-Pyrrolidinecarbonyl isothiocyanate), COC=1C=C2C(=CC=NC2=CC1OC)OC1=CC=C(C=C1)NC(=S)NC(=O)N1CCCC1 (N-{4-[(6,7-Dimethoxy-4-quinolyl)oxy]phenyl}-N′-tetrahydro-1H-1-pyrrolylcarbonylthiourea). Yield: 63.0%. As a reaction SMILES: N1(C(Cl)=O)CCCC1.[N:9]1([C:14]([N:16]=[C:17]=[S:18])=[O:15])[CH2:13][CH2:12][CH2:11][CH2:10]1.[CH3:19][O:20][C:21]1[CH:22]=[C:23]2[C:28](=[CH:29][C:30]=1[O:31][CH3:32])[N:27]=[CH:26][CH:25]=[C:24]2[O:33][C:34]1[CH:40]=[CH:39][C:37]([NH2:38])=[CH:36][CH:35]=1.C1(C)C=CC=CC=1>C(O)C>[N:9]1([C:14]([N:16]=[C:17]=[S:18])=[O:15])[CH2:13][CH2:12][CH2:11][CH2:10]1.[CH3:19][O:20][C:21]1[CH:22]=[C:23]2[C:28](=[CH:29][C:30]=1[O:31][CH3:32])[N:27]=[CH:26][CH:25]=[C:24]2[O:33][C:34]1[CH:35]=[CH:36][C:37]([NH:38][C:17]([NH:16][C:14]([N:9]2[CH2:13][CH2:12][CH2:11][CH2:10]2)=[O:15])=[S:18])=[CH:39][CH:40]=1. Procedure details: 1-Pyrrolidinecarbonyl isothiocyanate was prepared using commercially available 1-pyrrolidinecarbonyl chloride (80 mg) as a starting compound according to the description of the literature. 1-Pyrrolidinecarbonyl isothiocyanate was dissolved in ethanol (1 ml) to prepare a solution. 4-[(6,7-Dimethoxy-4-quinolyl)oxy]aniline (50 mg), toluene (5 ml), and ethanol (1 ml) were added to the solution, and the mixture was stirred at room temperature for 2 hr. The reaction solution was concentrated, and the ...